Dataset: the Open Reaction Database (ORD), a public repository of structured organic reaction records. Task: describe an organic reaction: reactants, conditions, products, and yield The reactants are ClC1=C2C3=C(C(NC2=NC=C1)=O)C=CC=C3 (1-Chloro-5H-benzo[c][1,8]naphthyridin-6-one), ClC1=CC=C(N)C=C1 (4-chloroaniline). The product is ClC1=CC=C(C=C1)NC1=C2C3=C(C(NC2=NC=C1)=O)C=CC=C3 (1-(4-Chloro-phenylamino)-5H-benzo[c][1,8]naphthyridin-6-one). Isolated yield 98.3%. Reaction SMILES: Cl[C:2]1[CH:11]=[CH:10][N:9]=[C:8]2[C:3]=1[C:4]1[CH:16]=[CH:15][CH:14]=[CH:13][C:5]=1[C:6](=[O:12])[NH:7]2.[Cl:17][C:18]1[CH:24]=[CH:23][C:21]([NH2:22])=[CH:20][CH:19]=1>>[Cl:17][C:18]1[CH:24]=[CH:23][C:21]([NH:22][C:2]2[CH:11]=[CH:10][N:9]=[C:8]3[C:3]=2[C:4]2[CH:16]=[CH:15][CH:14]=[CH:13][C:5]=2[C:6](=[O:12])[NH:7]3)=[CH:20][CH:19]=1. Procedure details: The title compound was synthesized according to the procedure described for the preparation of Example 188 using Compound 83 (100 mg, 0.43 mmol) and 4-chloroaniline (83 mg, 0.65 mmol) to provide 192 (136 mg, 97% yield) as a white solid. LC-MS (M+H=322, obsd.=322). Reactants: FC1=CC=C(C=C1)C(=[N+]=[N-])C1=CC=C(C=C1)F (bis(4-fluorophenyl)diazomethane), C(=O)C=C (acrolein). Reagents/catalysts: [O-2].[O-2].[Mn+4] (manganese dioxide). Run in ClCCl (dichloromethane), CCCCCCC (heptane). Conditions: temperature 40 celsius, time 2 hour. The product is FC1=CC=C(C=C1)C1(C(C1)C=O)C1=CC=C(C=C1)F (2,2-bis(4-fluorophenyl)cyclopropanecarboxaldehyde). Reaction SMILES: [F:1][C:2]1[CH:7]=[CH:6][C:5]([C:8]([C:11]2[CH:16]=[CH:15][C:14]([F:17])=[CH:13][CH:12]=2)=[N+]=[N-])=[CH:4][CH:3]=1.[CH:18]([CH:20]=[CH2:21])=[O:19]>ClCCl.CCCCCCC.[O-2].[O-2].[Mn+4]>[F:1][C:2]1[CH:7]=[CH:6][C:5]([C:8]2([C:11]3[CH:16]=[CH:15][C:14]([F:17])=[CH:13][CH:12]=3)[CH2:21][CH:20]2[CH:18]=[O:19])=[CH:4][CH:3]=1 |f:4.5.6|. Procedure details: A solution of bis(4-fluorophenyl)diazomethane, prepared as in Example 84 from the action of activated manganese dioxide (59.7 g) on 4,4'-difluorobenzophenone hydrazone (42.81 g) in dichloromethane (195 mL), was added to a solution of acrolein (15.7 mL) in heptane (150 mL). The deep purple reaction mixture, after being stirred at 40° C. for 2 hours then at 53° C. for 30 minutes, faded to a pale amber color. Evaporation of the solvents afforded 46 g of 2,2-bis(4-fluorophenyl)cyclopropanecarboxalde... Reactants: FC1=C(C=C(C#N)C=C1)C(F)(F)F (4-fluoro-3-(trifluoromethyl)benzonitrile), CC1NCCCC1 (2-methylpiperidine), CCOCC (Et2O), O (water). Run in CS(=O)C (DMSO). The product is CC1N(CCCC1)C1=C(C=C(C#N)C=C1)C(F)(F)F (4-(2-methylpiperidin-1-yl)-3-(trifluoromethyl)benzonitrile). Reaction SMILES: F[C:2]1[CH:9]=[CH:8][C:5]([C:6]#[N:7])=[CH:4][C:3]=1[C:10]([F:13])([F:12])[F:11].[CH3:14][CH:15]1[CH2:20][CH2:19][CH2:18][CH2:17][NH:16]1.CCOCC.O>CS(C)=O>[CH3:14][CH:15]1[CH2:20][CH2:19][CH2:18][CH2:17][N:16]1[C:2]1[CH:9]=[CH:8][C:5]([C:6]#[N:7])=[CH:4][C:3]=1[C:10]([F:13])([F:12])[F:11]. Procedure details: 4-fluoro-3-(trifluoromethyl)benzonitrile (Combi-blocks, 50 g; 264.40 mmol) and 2-methylpiperidine (Acros, 156.08 mL; 1 321.98 mmol) in DMSO (500 mL) were heated at 100° C. under nitrogen for 12 h. After this time, Et2O and water were added to the reaction mixture and organic phase was washed with water, NaHCO3 and a saturated aqueous solution of NH4Cl successively. Organics were dried over MgSO4, evaporated under vacuum to give the title compound as a beige powder. 1H NMR (DMSO-d6) δ 8.19 (d, J=... The reactants are C(C)(C)N(CC)C(C)C (diisopropylethylamine), C(C)(C)OS(=O)(=O)C1=CC2=CC(=CC=C2C(=C1N=NC1=CC=C(C=C1)OC)O)N (7-Amino-4-hydroxy-3-(4-methoxy-phenylazo)-napthalene-2-sulfonic acid isopropyl Ester), COC=1C=C(C(=O)Cl)C=C(C1)OC (3,5-Dimethoxybenzoyl chloride). Product: C(C)(C)OS(=O)(=O)C1=CC2=CC(=CC=C2C(=C1N=NC1=CC=C(C=C1)OC)O)NC(C1=CC(=CC(=C1)OC)OC)=O (7-(3,5-Dimethoxy-benzoylamino)-4-hydroxy-3-(4-methoxy-phenylazo)-napthalene-2-sulfonic Acid Isopropyl Ester). Reaction conditions: time 16 hour. Procedure details: 7-Amino-4-hydroxy-3-(4-methoxy-phenylazo)-napthalene-2-sulfonic acid isopropyl ester (Example 6, 200 mg, 0.48 mmol ) was dissolved in dichloromethane (3 mL) and diisopropylethylamine (160 μL, 114 mg, 0.96 mmol ) was added. 3,5-Dimethoxybenzoyl chloride (111 mg, 0.6 mmol ) was added under nitrogen. The reaction mixture was allowed to stir for 16 h. The suspension was filtered to provide the title compound (110 mg, 0.19 mmol, 40% ) as a red solid: NMR (DMSO-d6): δ 10.72 (s, 1H). 8.46 (s, 1H), 8.32... As a reaction SMILES: [CH:1]([O:4][S:5]([C:8]1[C:17]([N:18]=[N:19][C:20]2[CH:25]=[CH:24][C:23]([O:26][CH3:27])=[CH:22][CH:21]=2)=[C:16]([OH:28])[C:15]2[C:10](=[CH:11][C:12]([NH2:29])=[CH:13][CH:14]=2)[CH:9]=1)(=[O:7])=[O:6])([CH3:3])[CH3:2].C(N(C(C)C)CC)(C)C.[CH3:39][O:40][C:41]1[CH:42]=[C:43]([CH:47]=[C:48]([O:50][CH3:51])[CH:49]=1)[C:44](Cl)=[O:45]>ClCCl>[CH:1]([O:4][S:5]([C:8]1[C:17]([N:18]=[N:19][C:20]2[CH:25]=[CH:24][C:23]([O:26][CH3:27])=[CH:22][CH:21]=2)=[C:16]([OH:28])[C:15]2[C:10](=[CH:11][C:12]([NH:29][C:44](=[O:45])[C:43]3[CH:47]=[C:48]([O:50][CH3:51])[CH:49]=[C:41]([O:40][CH3:39])[CH:42]=3)=[CH:13][CH:14]=2)[CH:9]=1)(=[O:6])=[O:7])([CH3:3])[CH3:2]. Isolated yield 39.6%. Solvent: ClCCl (dichloromethane). Reactants: C(C1=CC=CC=C1)O (benzyl alcohol), BrCC1=C(C(=O)Br)C(=CC=C1)C (2-bromomethyl-6-methylbenzoyl bromide). Run in COC(C)(C)C (tert-butyl methyl ether). Run at time 1 hour. The product is BrCC1=C(C(=O)OCC2=CC=CC=C2)C(=CC=C1)C (benzyl 2-bromomethyl-6-methylbenzoate). Isolated yield 104.9%. Reaction SMILES: [CH2:1]([OH:8])[C:2]1[CH:7]=[CH:6][CH:5]=[CH:4][CH:3]=1.[Br:9][CH2:10][C:11]1[CH:19]=[CH:18][CH:17]=[C:16]([CH3:20])[C:12]=1[C:13](Br)=[O:14]>COC(C)(C)C>[Br:9][CH2:10][C:11]1[CH:19]=[CH:18][CH:17]=[C:16]([CH3:20])[C:12]=1[C:13]([O:8][CH2:1][C:2]1[CH:7]=[CH:6][CH:5]=[CH:4][CH:3]=1)=[O:14]. Procedure: 24.2 g (221 mmol) of benzyl alcohol are added with ice cooling to 136 g (233 mmol) of 2-bromomethyl-6-methylbenzoyl bromide solution (35% solution in heptane). Subsequently, the mixture is left to stir at RT for one hour. After addition of 500 ml of tert-butyl methyl ether, the organic solution is washed successively with 410 ml of sat. sodium hydrogencarbonate solution and four times with 300 ml each time of water. Subsequently, the solvent is removed fully under reduced pressure. 74 g of benzy... Starting materials: NC1=CC=C(C=C1)C (p-toluidine), C(CCCCCCCC)Br (nonyl bromide), [OH-].[Na+] (caustic soda). The solvent is O (water). Yields the product C(CCCCCCCC)NC1=CC=C(C=C1)C (N-nonyl-p-toluidine). RXN SMILES: [NH2:1][C:2]1[CH:7]=[CH:6][C:5]([CH3:8])=[CH:4][CH:3]=1.[CH2:9](Br)[CH2:10][CH2:11][CH2:12][CH2:13][CH2:14][CH2:15][CH2:16][CH3:17].[OH-].[Na+]>O>[CH2:9]([NH:1][C:2]1[CH:7]=[CH:6][C:5]([CH3:8])=[CH:4][CH:3]=1)[CH2:10][CH2:11][CH2:12][CH2:13][CH2:14][CH2:15][CH2:16][CH3:17] |f:2.3|. Procedure: A stirred mixture of p-toluidine (1100 parts) and nonyl bromide (478 parts) was heated on a steam bath for 20 hours, cooled and diluted with water (200 parts). The mixture was then made alkaline with caustic soda and after separation of the aqueous phase the residual oil was distilled under reduced pressure to obtain N-nonyl-p-toluidine (452 parts) as a pale yellow oil boiling at 136°-140° C. at 0.8 mm. Reactants: IC1=CC=C(C=C1)S(=O)(=O)N(C)C (4-iodo-N,N-dimethylbenzenesulfonamide), FC(C1=NNC=2CCCCC12)(F)F (3-(trifluoromethyl)-4,5,6,7-tetrahydro-1H-indazole), N[C@H]1[C@@H](CCCC1)N (trans-1,2-diaminocyclohexane), C([O-])([O-])=O.[K+].[K+] (potassium carbonate). The reagents and catalysts are [Cu]I (copper (I) iodide). Run in O1CCOCC1 (1,4-dioxane). Run at temperature 180 celsius, time 45 minute. The product is CN(S(=O)(=O)C1=CC=C(C=C1)N1N=C(C=2CCCCC12)C(F)(F)F)C (N,N-dimethyl-4-[3-(trifluoromethyl)-4,5,6,7-tetrahydro-1H-indazol-1-yl]benzenesulfonamide). The yield is 34.8%. As a reaction SMILES: I[C:2]1[CH:7]=[CH:6][C:5]([S:8]([N:11]([CH3:13])[CH3:12])(=[O:10])=[O:9])=[CH:4][CH:3]=1.[F:14][C:15]([F:26])([F:25])[C:16]1[C:24]2[CH2:23][CH2:22][CH2:21][CH2:20][C:19]=2[NH:18][N:17]=1.N[C@@H]1CCCC[C@H]1N.C(=O)([O-])[O-].[K+].[K+]>O1CCOCC1.[Cu]I>[CH3:12][N:11]([CH3:13])[S:8]([C:5]1[CH:6]=[CH:7][C:2]([N:18]2[C:19]3[CH2:20][CH2:21][CH2:22][CH2:23][C:24]=3[C:16]([C:15]([F:14])([F:26])[F:25])=[N:17]2)=[CH:3][CH:4]=1)(=[O:10])=[O:9] |f:3.4.5|. Procedure details: A mixture of 4-iodo-N,N-dimethylbenzenesulfonamide (156 mg, 0.5 mmol), 3-(trifluoromethyl)-4,5,6,7-tetrahydro-1H-indazole (105 mg, 0.55 mmol), copper (I) iodide (1 mol %, 1 mg, 0.005 mmol), trans-1,2-diaminocyclohexane (10 mol %, 6 mg, 0.05 mmol) and potassium carbonate (145 mg, 1.05 mmol) in 1,4-dioxane (1 ml) was stirred at 180° C. in a microwave reactor for 45 minutes. The reaction mix was cooled and added to a 5 g pre-packed silica column which was then eluted from ethyl acetate, the product... Starting materials: CC1=CC(=NC=C1N1N=NN=C1)CC(=O)OC (methyl 2-(4-methyl-5-(1H-tetrazol-1-yl)pyridin-2-yl)acetate), O.[OH-].[Li+] (Lithium hydroxide monohydrate), Cl (HCl). Solvent: O1CCCC1 (tetrahydrofuran), O (water). Run at time 1 hour. The product is CC1=CC(=NC=C1N1N=NN=C1)CC(=O)O (2-(4-methyl-5-(1H-tetrazol-1-yl)pyridin-2-yl)acetic acid). Reaction SMILES: O.[OH-].[Li+].[CH3:4][C:5]1[C:10]([N:11]2[CH:15]=[N:14][N:13]=[N:12]2)=[CH:9][N:8]=[C:7]([CH2:16][C:17]([O:19]C)=[O:18])[CH:6]=1.Cl>O.O1CCCC1>[CH3:4][C:5]1[C:10]([N:11]2[CH:15]=[N:14][N:13]=[N:12]2)=[CH:9][N:8]=[C:7]([CH2:16][C:17]([OH:19])=[O:18])[CH:6]=1 |f:0.1.2|. Procedure details: Lithium hydroxide monohydrate (19.2 mg, 0.458 mmol) was dissolved in 5 mL water then added to a methyl 2-(4-methyl-5-(1H-tetrazol-1-yl)pyridin-2-yl)acetate in tetrahydrofuran (15 mL). The reaction was stirred for 1 h then acidified with 1 N HCl to pH ˜3. The mixture was extracted with a mixture of THF/ethyl acetate (4×.). Dried over Na2SO4, filtered and evaporated concentrated to yield 2-(4-methyl-5-(1H-tetrazol-1-yl)pyridin-2-yl)acetic acid.